This data is from the Open Reaction Database (ORD), a public repository of structured organic reaction records. The task is: describe an organic reaction: reactants, conditions, products, and yield Reactants: O=S(=O)(Nc1ccc(F)c(CO)c1F)c1cccs1, C1CCOC1, O. Product: O=Cc1c(F)ccc(NS(=O)(=O)c2cccs2)c1F. RXN SMILES: [F:1][c:2]1[c:3]([NH:11][S:12](=[O:13])(=[O:14])[c:15]2[s:16][cH:17][cH:18][cH:19]2)[cH:4][cH:5][c:6]([F:10])[c:7]1[CH2:8][OH:9].[O:21]1[CH2:22][CH2:23][CH2:24][CH2:25]1.[OH2:20]>>[F:1][c:2]1[c:3]([NH:11][S:12](=[O:13])(=[O:14])[c:15]2[s:16][cH:17][cH:18][cH:19]2)[cH:4][cH:5][c:6]([F:10])[c:7]1[CH:8]=[O:9]. Starting materials: CC#N, CC(C)C(NC(=O)OCc1ccccc1)C(=O)OCCCC(=O)OCCl, [I-], [Na+]. Yields the product CC(C)C(NC(=O)OCc1ccccc1)C(=O)OCCCC(=O)OCI. As a reaction SMILES: [CH3:29][C:30]#[N:31].[Cl:1][CH2:2][O:3][C:4]([CH2:5][CH2:6][CH2:7][O:8][C:9]([CH:10]([NH:11][C:12](=[O:13])[O:14][CH2:15][c:16]1[cH:17][cH:18][cH:19][cH:20][cH:21]1)[CH:22]([CH3:23])[CH3:24])=[O:25])=[O:26].[I-:28].[Na+:27]>>[CH2:2]([O:3][C:4]([CH2:5][CH2:6][CH2:7][O:8][C:9]([CH:10]([NH:11][C:12](=[O:13])[O:14][CH2:15][c:16]1[cH:17][cH:18][cH:19][cH:20][cH:21]1)[CH:22]([CH3:23])[CH3:24])=[O:25])=[O:26])[I:28]. Starting materials: ClC1=C(C=CC(=C1)Cl)C1=C(C=C(C(N1)=O)C#N)C1=CC=C(C=C1)Cl (6-(2,4-Dichlorophenyl)-5-(4-chlorophenyl)-2-oxo-1,2-dihydropyridine-3-carbonitrile), 14/20, [H-].C(C(C)C)[Al+]CC(C)C (diisobutylaluminum hydride), CCOC(=O)C (EtOAc), C[Si](N[Si](C)(C)C)(C)C (hexamethyldisilazane). Solvent: C1(=CC=CC=C1)C (toluene). The product is ClC1=C(C=CC=C1)C1=C(C=C(C(N1)=O)C=O)C1=CC=C(C=C1)Cl (6-(2-Chlorophenyl)-5-(4-chlorophenyl)-2-oxo-1,2-dihydropyridine-3-carbaldehyde). RXN SMILES: [Cl:1][C:2]1[CH:7]=[C:6](Cl)[CH:5]=[CH:4][C:3]=1[C:9]1[NH:14][C:13](=[O:15])[C:12]([C:16]#N)=[CH:11][C:10]=1[C:18]1[CH:23]=[CH:22][C:21]([Cl:24])=[CH:20][CH:19]=1.C[Si](C)(C)N[Si](C)(C)C.[H-].C([Al+]CC(C)C)C(C)C.CC[O:46]C(C)=O>C1(C)C=CC=CC=1>[Cl:1][C:2]1[CH:7]=[CH:6][CH:5]=[CH:4][C:3]=1[C:9]1[NH:14][C:13](=[O:15])[C:12]([CH:16]=[O:46])=[CH:11][C:10]=1[C:18]1[CH:19]=[CH:20][C:21]([Cl:24])=[CH:22][CH:23]=1 |f:2.3|. Reported procedure: An oven dried three-necked 250 mL 14/20 standard taper round bottom flask was equipped with a magnetic stir bar and a rubber septum, a glass stopper, and a reflux condenser in each of the three necks. A piece of vacuum tubing from a Firestone valve was connected to a tubing adapter placed at the top of the condenser. The flask was then charged with a suspension of 10.473 g (30.7 mmol) of 6-(2-chlorophenyl)-5-(4-chlorophenyl)-2-oxo-1,2-dihydropyridine-3-carbonitrile (prepared in similar fashion t... Yields the product CCOCc1nc(N)c(N=O)c(=O)[nH]1. As a reaction SMILES: [NH2:6][c:7]1[cH:8][c:9](=[O:17])[nH:10][c:11]([CH2:13][O:14][CH2:15][CH3:16])[n:12]1.[Na+:19].[Na+:1].[O-:2][N+:3]([O-:4])=[O:5].[OH-:18].[OH2:25].[S:20](=[O:21])(=[O:22])([OH:23])[OH:24]>>[N:3](=[O:5])[c:8]1[c:7]([NH2:6])[n:12][c:11]([CH2:13][O:14][CH2:15][CH3:16])[nH:10][c:9]1=[O:17]. Starting materials: CCOCc1nc(N)cc(=O)[nH]1, [Na+], [Na+], O=[N+]([O-])[O-], [OH-], O, O=S(=O)(O)O. The reactants are Cl (HCl), FC(C1=CC=C(C=C1)S(=O)(=O)OC1=C(C=CC=C1)C=O)(F)F (2-formylphenyl 4-(trifluoromethyl)benzenesulfonate), N1C=NC(=C1)CC(=O)NN (4-imidazoleacetic acid hydrazide). Solvent: O1CCOCC1 (dioxane), C(C)O (ethanol), C(C)O (ethanol). Run at time 8 hour. Product: FC(C1=CC=C(C=C1)S(=O)(=O)OC1=C(C=CC=C1)/C=N/NC(CC=1N=CNC1)=O)(F)F (2-((E)-{2-[2-(1H-imidazol-4-yl)acetyl]hydrazono}methyl)phenyl 4-(trifluoromethyl)benzenesulfonate). Reaction SMILES: [F:1][C:2]([F:22])([F:21])[C:3]1[CH:8]=[CH:7][C:6]([S:9]([O:12][C:13]2[CH:18]=[CH:17][CH:16]=[CH:15][C:14]=2[CH:19]=O)(=[O:11])=[O:10])=[CH:5][CH:4]=1.[NH:23]1[CH:27]=[C:26]([CH2:28][C:29]([NH:31][NH2:32])=[O:30])[N:25]=[CH:24]1.Cl>C(O)C.O1CCOCC1>[F:22][C:2]([F:1])([F:21])[C:3]1[CH:8]=[CH:7][C:6]([S:9]([O:12][C:13]2[CH:18]=[CH:17][CH:16]=[CH:15][C:14]=2/[CH:19]=[N:32]/[NH:31][C:29](=[O:30])[CH2:28][C:26]2[N:25]=[CH:24][NH:23][CH:27]=2)(=[O:11])=[O:10])=[CH:5][CH:4]=1. Procedure: A solution of 2-formylphenyl 4-(trifluoromethyl)benzenesulfonate (6.5 g, 19.7 mmol) in ethanol (100 ml) is added to a solution of 4-imidazoleacetic acid hydrazide (18 mmol) in ethanol (200 mL). A catalytic amount of HCl in dioxane (3 mL) is added and the mixture is stirred at room temperature overnight. The precipitate that forms is removed by filtration. The filtrate is concentrated and chromatographed on silica eluting with 5% (2M ammonia in methanol)/CH2Cl2 to give 2-((E)-{2-[2-(1H-imidazol-4...